This data is from the Open Reaction Database (ORD), a public repository of structured organic reaction records. The task is: describe an organic reaction: reactants, conditions, products, and yield Starting materials: [BH4-], N#Cc1ccc(C2CCC(=O)CC2)cc1, CCO, CCOCC, Cl, [Na+], O, O. The product is N#Cc1ccc(C2CCC(O)CC2)cc1. RXN SMILES: [BH4-:16].[C:1](#[N:2])[c:3]1[cH:4][cH:5][c:6]([CH:9]2[CH2:10][CH2:11][C:12](=[O:15])[CH2:13][CH2:14]2)[cH:7][cH:8]1.[CH2:21]([OH:22])[CH3:23].[CH3:24][CH2:25][O:26][CH2:27][CH3:28].[ClH:18].[Na+:17].[OH2:19].[OH2:20]>>[C:1](#[N:2])[c:3]1[cH:4][cH:5][c:6]([CH:9]2[CH2:10][CH2:11][CH:12]([OH:15])[CH2:13][CH2:14]2)[cH:7][cH:8]1.